This data is from the Open Reaction Database (ORD), a public repository of structured organic reaction records. The task is: describe an organic reaction: reactants, conditions, products, and yield Reaction SMILES: [CH2:37]1[O:38][CH2:39][CH2:40][CH2:41]1.[CH3:14][CH:15]([N-:16][CH:17]([CH3:18])[CH3:19])[CH3:20].[CH3:1][S:2](=[O:3])(=[O:4])[NH:5][C:6]([O:7][C:8]([CH3:9])([CH3:10])[CH3:11])=[O:12].[CH3:42][CH2:43][O:44][C:45](=[O:46])[CH3:47].[ClH:36].[Li+:13].[OH2:48].[c:21]1([P:27](=[O:28])([c:29]2[cH:30][cH:31][cH:32][cH:33][cH:34]2)[Cl:35])[cH:22][cH:23][cH:24][cH:25][cH:26]1>>[CH2:1]([S:2](=[O:3])(=[O:4])[NH:5][C:6]([O:7][C:8]([CH3:9])([CH3:10])[CH3:11])=[O:12])[P:27]([c:21]1[cH:22][cH:23][cH:24][cH:25][cH:26]1)(=[O:28])[c:29]1[cH:30][cH:31][cH:32][cH:33][cH:34]1. Starting materials: C1CCOC1, CC(C)[N-]C(C)C, CC(C)(C)OC(=O)NS(C)(=O)=O, CCOC(C)=O, Cl, [Li+], O, O=P(Cl)(c1ccccc1)c1ccccc1. Product: CC(C)(C)OC(=O)NS(=O)(=O)CP(=O)(c1ccccc1)c1ccccc1.